This data is from the Open Reaction Database (ORD), a public repository of structured organic reaction records. The task is: describe an organic reaction: reactants, conditions, products, and yield The reactants are BrC1=CC=C(C=C1)[C@H](O[C@H](C(=O)O)CC(C)C)C1=CC=CC=C1 ((2S)-2-{[(R)-(4-bromophenyl)(phenyl)methyl]oxy}-4-methylpentanoic acid), [N+](=[N-])=C (diazomethane). Reagents/catalysts: C(C)(=O)O (acetic acid). Solvent: CO (methanol), C(C)OCC (diethyl ether). The product is BrC1=CC=C(C=C1)[C@H](O[C@H](C(=O)OC)CC(C)C)C1=CC=CC=C1 (methyl(2S)-2-{[(R)-(4-bromophenyl)(phenyl)methyl]oxy}-4-methylpentanoate). RXN SMILES: [Br:1][C:2]1[CH:7]=[CH:6][C:5]([C@@H:8]([C:18]2[CH:23]=[CH:22][CH:21]=[CH:20][CH:19]=2)[O:9][C@@H:10]([CH2:14][CH:15]([CH3:17])[CH3:16])[C:11]([OH:13])=[O:12])=[CH:4][CH:3]=1.[N+](=[CH2:26])=[N-]>CO.C(OCC)C.C(O)(=O)C>[Br:1][C:2]1[CH:7]=[CH:6][C:5]([C@@H:8]([C:18]2[CH:19]=[CH:20][CH:21]=[CH:22][CH:23]=2)[O:9][C@@H:10]([CH2:14][CH:15]([CH3:17])[CH3:16])[C:11]([O:13][CH3:26])=[O:12])=[CH:4][CH:3]=1. Procedure details: To a solution of (2S)-2-{[(R)-(4-bromophenyl)(phenyl)methyl]oxy}-4-methylpentanoic acid from step 2 example 1, (2.5 g, 6.6 mmol) in methanol (25 mL) at 0° C. was added portionwise diazomethane in diethyl ether until the yellow color persisted. A few drops of acetic acid were then added to quench the excess diazomethane. The colorless solution was concentrated and then the volatiles were coevaporated twice with n-heptane. The oil was pumped on to remove the last traces of solvent.